Dataset: the Open Reaction Database (ORD), a public repository of structured organic reaction records. Task: describe an organic reaction: reactants, conditions, products, and yield The reactants are B, CC(C)(C)OC(=O)N1CCCC(=O)c2cc3c(cc21)OC(F)(F)O3, CCOC(C)=O, C1CCOC1, CSC, CCCCCC. Product: CC(C)(C)OC(=O)N1CCCC(O)c2cc3c(cc21)OC(F)(F)O3. As a reaction SMILES: [BH3:28].[C:1]([CH3:2])([CH3:3])([CH3:4])[O:5][C:6](=[O:7])[N:8]1[CH2:9][CH2:10][CH2:11][C:12](=[O:24])[c:13]2[cH:14][c:15]3[c:19]([cH:20][c:21]21)[O:18][C:17]([F:22])([F:23])[O:16]3.[C:35]([O:36][CH2:37][CH3:38])(=[O:39])[CH3:40].[CH2:41]1[O:42][CH2:43][CH2:44][CH2:45]1.[CH3:25][S:26][CH3:27].[CH3:29][CH2:30][CH2:31][CH2:32][CH2:33][CH3:34]>>[C:1]([CH3:2])([CH3:3])([CH3:4])[O:5][C:6](=[O:7])[N:8]1[CH2:9][CH2:10][CH2:11][CH:12]([OH:24])[c:13]2[cH:14][c:15]3[c:19]([cH:20][c:21]21)[O:18][C:17]([F:22])([F:23])[O:16]3. Reactants: COC(=O)C=1N=CC=2C(N(C=CC2C1O)CC1=CC=CC=C1)=O (7-benzyl-4-hydroxy-8-oxo-7,8-dihydro-[2,7]naphthyridine-3-carboxylic acid methyl ester), NCCCC(=O)O (4-aminobutyric acid), C[O-].[Na+] (NaOMe). The product is C(C1=CC=CC=C1)N1C=CC=2C(=C(N=CC2C1=O)C(=O)NCCCC(=O)O)O (4-[(7-Benzyl-4-hydroxy-8-oxo-7,8-dihydro-[2,7]naphthyridine-3-carbonyl)-amino]-butyric acid). Isolated yield 50.8%. Reaction SMILES: CO[C:3]([C:5]1[N:6]=[CH:7][C:8]2[C:9](=[O:23])[N:10]([CH2:16][C:17]3[CH:22]=[CH:21][CH:20]=[CH:19][CH:18]=3)[CH:11]=[CH:12][C:13]=2[C:14]=1[OH:15])=[O:4].[NH2:24][CH2:25][CH2:26][CH2:27][C:28]([OH:30])=[O:29].C[O-].[Na+]>>[CH2:16]([N:10]1[C:9](=[O:23])[C:8]2[CH:7]=[N:6][C:5]([C:3]([NH:24][CH2:25][CH2:26][CH2:27][C:28]([OH:30])=[O:29])=[O:4])=[C:14]([OH:15])[C:13]=2[CH:12]=[CH:11]1)[C:17]1[CH:18]=[CH:19][CH:20]=[CH:21][CH:22]=1 |f:2.3|. Reported procedure: A mixture of 7-benzyl-4-hydroxy-8-oxo-7,8-dihydro-[2,7]naphthyridine-3-carboxylic acid methyl ester (50 mg, 0.16 mmol), 4-aminobutyric acid (832 mg, 8.06 mmol) and NaOMe solution (12 mL, 6.05 mmol, 0.5 M in MeOH) was refluxed for 48 h. Solvent was evaporated in vacuo, and the residue was partitioned between water and EtOAc. 1 M HCl was added with vigorous stirring until pH was about 2. The organic layer was dried over MgSO4 and concentrated. The crude product was purified by silica gel chromatog... Reactants: N#CCC(=O)[N-]Cc1ccccc1, COc1cc(C=CC=O)cc(OC)c1O. The product is COc1cc(C=CC=C(C#N)C(=O)NCc2ccccc2)cc(OC)c1O. As a reaction SMILES: [C:16](#[N:17])[CH2:18][C:19](=[O:20])[N-:21][CH2:22][c:23]1[cH:24][cH:25][cH:26][cH:27][cH:28]1.[CH3:1][O:2][c:3]1[cH:4][c:5]([CH:6]=[CH:7][CH:8]=[O:9])[cH:10][c:11]([O:14][CH3:15])[c:12]1[OH:13]>>[CH3:1][O:2][c:3]1[cH:4][c:5]([CH:6]=[CH:7][CH:8]=[C:18]([C:16]#[N:17])[C:19](=[O:20])[NH:21][CH2:22][c:23]2[cH:24][cH:25][cH:26][cH:27][cH:28]2)[cH:10][c:11]([O:14][CH3:15])[c:12]1[OH:13]. The reactants are CC=1C=C(C(=O)O)C=CC1N1C(COCC1)=O (3-methyl-4-(morpholin-3-on-4-yl)benzoic acid), BrC1=CC2=C(NC(=N2)[C@H](CO)N)C=C1 ((1R)-1-(5-bromo-1H-benzimidazol-2-yl)-2-hydroxy-ethylamine), CN(C)C(=[N+](C)C)ON1C2=C(C=CC=C2)N=N1.[B-](F)(F)(F)F (TBTU), CN1CCOCC1 (NMM). The solvent is CN(C)C=O (DMF). The product is BrC1=CC2=C(NC(=N2)[C@H](CO)NC(C2=CC(=C(C=C2)N2C(COCC2)=O)C)=O)C=C1 (N-[(1R)-1-(5-bromo-1H-benzimidazol-2-yl)-2-hydroxy-ethyl]-3-methyl-4-(morpholin-3-on-4-yl)-benzamide). As a reaction SMILES: [CH3:1][C:2]1[CH:3]=[C:4]([CH:8]=[CH:9][C:10]=1[N:11]1[CH2:16][CH2:15][O:14][CH2:13][C:12]1=[O:17])[C:5]([OH:7])=O.[Br:18][C:19]1[CH:31]=[CH:30][C:22]2[NH:23][C:24]([C@@H:26]([NH2:29])[CH2:27][OH:28])=[N:25][C:21]=2[CH:20]=1.CN(C(ON1N=NC2C=CC=CC1=2)=[N+](C)C)C.[B-](F)(F)(F)F.CN1CCOCC1>CN(C=O)C>[Br:18][C:19]1[CH:31]=[CH:30][C:22]2[NH:23][C:24]([C@@H:26]([NH:29][C:5](=[O:7])[C:4]3[CH:8]=[CH:9][C:10]([N:11]4[CH2:16][CH2:15][O:14][CH2:13][C:12]4=[O:17])=[C:2]([CH3:1])[CH:3]=3)[CH2:27][OH:28])=[N:25][C:21]=2[CH:20]=1 |f:2.3|. Procedure: Prepared analogously to Example 1f from 3-methyl-4-(morpholin-3-on-4-yl)benzoic acid, (1R)-1-(5-bromo-1H-benzimidazol-2-yl)-2-hydroxy-ethylamine, TBTU and NMM in DMF with subsequent purification by preparative HPLC. The reactants are ClC1=C(C=C(N)C=C1)C1=NC=CC=C1 (4-chloro-3-(pyridin-2-yl)aniline), COC(=O)C1=CC=C(C(=O)O)C=C1 (4-(methoxycarbonyl)benzoic acid). The product is ClC1=C(C=C(C=C1)NC(=O)C1=CC=C(C(=O)OC)C=C1)C1=NC=CC=C1 (methyl 4-(4-chloro-3-(pyridin-2-yl)phenylcarbamoyl)benzoate). Reaction SMILES: [Cl:1][C:2]1[CH:8]=[CH:7][C:5]([NH2:6])=[CH:4][C:3]=1[C:9]1[CH:14]=[CH:13][CH:12]=[CH:11][N:10]=1.[CH3:15][O:16][C:17]([C:19]1[CH:27]=[CH:26][C:22]([C:23](O)=[O:24])=[CH:21][CH:20]=1)=[O:18]>>[Cl:1][C:2]1[CH:8]=[CH:7][C:5]([NH:6][C:23]([C:22]2[CH:26]=[CH:27][C:19]([C:17]([O:16][CH3:15])=[O:18])=[CH:20][CH:21]=2)=[O:24])=[CH:4][C:3]=1[C:9]1[CH:14]=[CH:13][CH:12]=[CH:11][N:10]=1. Procedure details: 320 mg of 4-chloro-3-(pyridin-2-yl)aniline was coupled to 400 mg of 4-(methoxycarbonyl)benzoic acid via Procedure G to give methyl 4-(4-chloro-3-(pyridin-2-yl)phenylcarbamoyl)benzoate. 4-(4-chloro-3-(pyridin-2-yl)phenylcarbamoyl)benzoate was then hydrolyzed via Procedure M to give 550 mg of 4-(4-chloro-3-(pyridin-2-yl)phenylcarbamoyl)benzoic acid. 50 mg of 4-(4-chloro-3-(pyridin-2-yl)phenylcarbamoyl)benzoic acid was coupled to 3-aminopyridine via Procedure G. The organic layer was evaporated to ... Starting materials: CC(=O)NC(C)C1(C)OCCc2c1[nH]c1ccccc21, O=P(Cl)(Cl)Cl. Yields the product CC1=NC(C)C2(C)OCCc3c2n1c1ccccc31. RXN SMILES: [CH3:1][C:2]1([CH:15]([CH3:16])[NH:17][C:18]([CH3:19])=[O:20])[O:3][CH2:4][CH2:5][c:6]2[c:7]1[nH:8][c:9]1[cH:10][cH:11][cH:12][cH:13][c:14]21.[P:21]([Cl:22])([Cl:23])([Cl:24])=[O:25]>>[CH3:1][C:2]12[O:3][CH2:4][CH2:5][c:6]3[c:7]1[n:8]([c:9]1[cH:10][cH:11][cH:12][cH:13][c:14]31)[C:18]([CH3:19])=[N:17][CH:15]2[CH3:16].